From a dataset of the Open Reaction Database (ORD), a public repository of structured organic reaction records. describe an organic reaction: reactants, conditions, products, and yield The reactants are C(C(=O)Cl)(=O)Cl (oxalyl chloride), CS(=O)C (dimethylsulfoxide), ClC=1C=CC2=C([C@H](O[C@@H](C(N2CC(C)(C)C)=O)CCO)C2=C(C=CC=C2)Cl)C1 (trans-7-chloro-5-(2-chlorophenyl)-1-neopentyl-2-oxo-1,2,3,5-tetrahydro-4,1-benzoxazepine-3-ethanol). The solvent is ClCCl (dichloromethane), O (water), ClCCl (dichloromethane), ClCCl (dichloromethane), ClCCl (dichloromethane), C(C)N(CC)CC (triethylamine). Conditions: time 5 minute. Product: ClC=1C=CC2=C([C@H](O[C@@H](C(N2CC(C)(C)C)=O)CC=O)C2=C(C=CC=C2)Cl)C1 (trans-7-chloro-5-(2-chlorophenyl)-1-neopentyl-2-oxo-1,2,3,5-tetrahydro-4,1-benzoxazepine-3-acetaldehyde). Yield: 64.2%. As a reaction SMILES: C(Cl)(=O)C(Cl)=O.CS(C)=O.[Cl:11][C:12]1[CH:13]=[CH:14][C:15]2[N:21]([CH2:22][C:23]([CH3:26])([CH3:25])[CH3:24])[C:20](=[O:27])[C@@H:19]([CH2:28][CH2:29][OH:30])[O:18][C@H:17]([C:31]3[CH:36]=[CH:35][CH:34]=[CH:33][C:32]=3[Cl:37])[C:16]=2[CH:38]=1>ClCCl.O.C(N(CC)CC)C>[Cl:11][C:12]1[CH:13]=[CH:14][C:15]2[N:21]([CH2:22][C:23]([CH3:26])([CH3:25])[CH3:24])[C:20](=[O:27])[C@@H:19]([CH2:28][CH:29]=[O:30])[O:18][C@H:17]([C:31]3[CH:36]=[CH:35][CH:34]=[CH:33][C:32]=3[Cl:37])[C:16]=2[CH:38]=1. Procedure details: To 25 ml of dichloromethane solution containing 0.70 ml of oxalyl chloride was added 5 ml of dichloromethane solution containing 0.71 ml of dimethylsulfoxide at -78° C., followed by stirring for 5 minutes. To the solution was slowly added 10 ml of dichloromethane solution containing 1.69 g of trans-7-chloro-5-(2-chlorophenyl)-1-neopentyl-2-oxo-1,2,3,5-tetrahydro-4,1-benzoxazepine-3-ethanol obtained in Example 160, followed by stirring for 15 minutes at -78° C. To the reaction mixture was added 2... The reactants are COc1ccc(Cl)c(Nc2ncnc3cccc(OCC4CCN(C(=O)OC(C)(C)C)CC4)c23)c1, C=O, O=CO. Yields the product COc1ccc(Cl)c(Nc2ncnc3cccc(OCC4CCN(C)CC4)c23)c1. Reaction SMILES: [C:1]([O:2][C:6](=[O:3])[N:8]1[CH2:9][CH2:10][CH:11]([CH2:14][O:15][c:16]2[c:17]3[c:18]([NH:26][c:27]4[c:28]([Cl:35])[cH:29][cH:30][c:31]([O:33][CH3:34])[cH:32]4)[n:19][cH:20][n:21][c:22]3[cH:23][cH:24][cH:25]2)[CH2:12][CH2:13]1)([CH3:4])([CH3:5])[CH3:7].[CH2:36]=[O:37].[CH:38]([OH:39])=[O:40]>>[CH3:6][N:8]1[CH2:9][CH2:10][CH:11]([CH2:14][O:15][c:16]2[c:17]3[c:18]([NH:26][c:27]4[c:28]([Cl:35])[cH:29][cH:30][c:31]([O:33][CH3:34])[cH:32]4)[n:19][cH:20][n:21][c:22]3[cH:23][cH:24][cH:25]2)[CH2:12][CH2:13]1. The reactants are COC(CCCC(=O)C1=CC(=C(C=C1)O)O)=O (5-(3,4-dihydroxyphenyl)-5-oxo-pentanoic acid methyl ester), C([O-])([O-])=O.[Li+].[Li+] (lithium carbonate), BrCCCC/C=C/C1=CC=C(C=C1)OC ((1E)-6-bromo-1-(4-methoxyphenyl)-1-hexene). The solvent is CN(C=O)C (dimethylformamide). Yields the product COC(CCCC(=O)C1=CC(=C(C=C1)OCCCC\C=C\C1=CC=C(C=C1)OC)O)=O (5-(3-hydroxy-4[6-(4-methoxyphenyl)-(5E)-5-hexenyloxy]-phenyl)-5-oxo-pentanoic acid methyl ester). Isolated yield 14.6%. RXN SMILES: [CH3:1][O:2][C:3](=[O:17])[CH2:4][CH2:5][CH2:6][C:7]([C:9]1[CH:14]=[CH:13][C:12]([OH:15])=[C:11]([OH:16])[CH:10]=1)=[O:8].C(=O)([O-])[O-].[Li+].[Li+].Br[CH2:25][CH2:26][CH2:27][CH2:28]/[CH:29]=[CH:30]/[C:31]1[CH:36]=[CH:35][C:34]([O:37][CH3:38])=[CH:33][CH:32]=1>CN(C)C=O>[CH3:1][O:2][C:3](=[O:17])[CH2:4][CH2:5][CH2:6][C:7]([C:9]1[CH:14]=[CH:13][C:12]([O:15][CH2:25][CH2:26][CH2:27][CH2:28]/[CH:29]=[CH:30]/[C:31]2[CH:32]=[CH:33][C:34]([O:37][CH3:38])=[CH:35][CH:36]=2)=[C:11]([OH:16])[CH:10]=1)=[O:8] |f:1.2.3|. Procedure details: Under the conditions of example 2C, 1.8g of 5-(3,4-dihydroxyphenyl)-5-oxo-pentanoic acid methyl ester in 19 ml of dimethylformamide is reacted in the presence of 1.4g of lithium carbonate with 2.05g of (1E)-6-bromo-1-(4-methoxyphenyl)-1-hexene, worked up and chromatographed. 470 mg of 5-(3-hydroxy-4[6-(4-methoxyphenyl)-(5E)-5-hexenyloxy]-phenyl)-5-oxo-pentanoic acid methyl ester of melting point 78°-80° C. is obtained. The reactants are Cc1cc(F)c(Br)cc1N, C=C(Cl)Cl, CC#N, Cl, Cl[Cu]Cl, CC(C)(C)ON=O. Yields the product Cc1cc(F)c(Br)cc1CC(Cl)(Cl)Cl. As a reaction SMILES: [Br:12][c:13]1[c:14]([F:21])[cH:15][c:16]([CH3:20])[c:17]([NH2:19])[cH:18]1.[C:1](=[CH2:2])([Cl:3])[Cl:4].[CH3:23][C:24]#[N:25].[ClH:22].[Cu:26]([Cl:27])[Cl:28].[N:5]([O:6][C:7]([CH3:8])([CH3:9])[CH3:10])=[O:11]>>[C:1]([CH2:2][c:17]1[c:16]([CH3:20])[cH:15][c:14]([F:21])[c:13]([Br:12])[cH:18]1)([Cl:3])([Cl:4])[Cl:22]. Starting materials: Br, C[Si](C)(C)C=[N+]=[N-], CC(=O)O, O=C(O)C1CCOCC1, O=S(Cl)Cl. Yields the product O=C(CBr)C1CCOCC1. RXN SMILES: [BrH:21].[CH3:14][Si:15]([CH:16]=[N+:17]=[N-:18])([CH3:19])[CH3:20].[CH3:22][C:23](=[O:24])[OH:25].[O:5]1[CH2:6][CH2:7][CH:8]([C:11](=[O:12])[OH:13])[CH2:9][CH2:10]1.[S:1]([Cl:2])([Cl:3])=[O:4]>>[O:5]1[CH2:6][CH2:7][CH:8]([C:11](=[O:13])[CH2:14][Br:21])[CH2:9][CH2:10]1. Reactants: NC1=CC(=C(C(=O)NCCN(CC)CC)C=C1Cl)OC (4-amino-5-chloro-N-[2-(diethylamino)-ethyl]-2-methoxybenzamide), [OH-].[Na+] (sodium hydroxide). Run in C(C(C)O)O (1,2-propanediol). Product: NC1=CC(=C(C(=O)NCCN(CC)CC)C=C1Cl)O (4-Amino-5-chloro-N-[2-(diethylamino)ethyl]-2-hydroxybenzamide). Isolated yield 32.5%. As a reaction SMILES: [NH2:1][C:2]1[C:17]([Cl:18])=[CH:16][C:5]([C:6]([NH:8][CH2:9][CH2:10][N:11]([CH2:14][CH3:15])[CH2:12][CH3:13])=[O:7])=[C:4]([O:19]C)[CH:3]=1.[OH-].[Na+]>C(O)C(O)C>[NH2:1][C:2]1[C:17]([Cl:18])=[CH:16][C:5]([C:6]([NH:8][CH2:9][CH2:10][N:11]([CH2:12][CH3:13])[CH2:14][CH3:15])=[O:7])=[C:4]([OH:19])[CH:3]=1 |f:1.2|. Reported procedure: A mixture of 4-amino-5-chloro-N-[2-(diethylamino)-ethyl]-2-methoxybenzamide (29.5 g, 0.1 mole), sodium hydroxide pellets (4.0 g, 0.1 mole) and 1,2-propanediol (70 ml) was stirred and heated under reflux for 20 hours followed by concentration in vacuo. The residue was treated with 1N HCl (100 ml) and again concentrated in vacuo. The residue was chromatographed on silica using methylene chloride (90), methanol (10), ammonia (0.5) solvent system. The appropriate fractions were combined and concentr...